The task is: describe an organic reaction: reactants, conditions, products, and yield. This data is from the Open Reaction Database (ORD), a public repository of structured organic reaction records. The reactants are ClC1=CC(=C2NC(C(NC2=C1)=O)=O)C(F)(F)F (7-chloro-5-trifluoromethyl-1,4-dihydro-2,3-quinoxalinedione), [N+](=O)([O-])[O-].[K+] (KNO3), ice water. Run in [OH-].[K+] (KOH), OS(=O)(=O)O (H2SO4). Reaction conditions: temperature 0 celsius, time 0.5 hour. Yields the product ClC1=C(C(=C2NC(C(NC2=C1)=O)=O)C(F)(F)F)[N+](=O)[O-] (7-Chloro-6-nitro-5-trifluoromethyl-1,4-dihydro-2,3-quinoxalinedione). Isolated yield 64.6%. Reaction SMILES: [Cl:1][C:2]1[CH:11]=[C:10]2[C:5]([NH:6][C:7](=[O:13])[C:8](=[O:12])[NH:9]2)=[C:4]([C:14]([F:17])([F:16])[F:15])[CH:3]=1.[N+:18]([O-])([O-:20])=[O:19].[K+]>OS(O)(=O)=O.[OH-].[K+]>[Cl:1][C:2]1[CH:11]=[C:10]2[C:5]([NH:6][C:7](=[O:13])[C:8](=[O:12])[NH:9]2)=[C:4]([C:14]([F:16])([F:17])[F:15])[C:3]=1[N+:18]([O-:20])=[O:19] |f:1.2,4.5|. Procedure: To a solution of 7-chloro-5-trifluoromethyl-1,4-dihydro-2,3-quinoxalinedione (29 mg, 0.16 mmol) in concentrated H2SO4 (0.5 mL) at 0° C. was added KNO3 (11.6 mg, 0.115 mmol). The mixture was stirred at 0° C. for 0.5 h, then at room temperature for 12 h and it was poured into ice water (2 g). The precipitate was collected by filtration, affording 31 mg (91.4%) of crude title compound. It was dissolved in 1N KOH (1 mL) and filtered. The filtrate was acidified to pH=2 with 4N HCl to give a yellow pr... The reactants are NC1=C(C=C(C#N)C=C1)[N+](=O)[O-] (4-amino-3-nitrobenzonitrile), [N-]=[N+]=[N-].[Na+] (NaN3), Cl (HCl). The reagents and catalysts are [Zn+2].[Br-].[Br-] (ZnBr2). Product: [N+](=O)([O-])C1=C(C=CC(=C1)C1=NN=NN1)N (2-Nitro-4-(1H-tetrazol-5-yl)phenylamine). Isolated yield 86.8%. RXN SMILES: [NH2:1][C:2]1[CH:9]=[CH:8][C:5]([C:6]#[N:7])=[CH:4][C:3]=1[N+:10]([O-:12])=[O:11].[N-:13]=[N+:14]=[N-:15].[Na+].Cl>[Zn+2].[Br-].[Br-]>[N+:10]([C:3]1[CH:4]=[C:5]([C:6]2[NH:15][N:14]=[N:13][N:7]=2)[CH:8]=[CH:9][C:2]=1[NH2:1])([O-:12])=[O:11] |f:1.2,4.5.6|. Procedure details: A mixture of 4-amino-3-nitrobenzonitrile (8-1) (163 mg, 1.0 mmol), NaN3 (1.5 mL of 2.0 M solution, 3.0 mmol) ZnBr2 (1.0 mL of 2.0 M solution, 2.0 mmol) was microwaved (Smith-Synthesizer) at 160° C. for 15 min with stirring. After this time, the reaction was completion according to LCMS. The reaction mixture was acidified to pH=2 with concentrated HCl. The precipitated product was collected by filtration and washed with water (2×3 mL). After drying, 179 mg (87%) of desired product were obtained a... Starting materials: [H-].[Na+] (sodium hydride), FC1=CC2=C(C(=NO2)C=2C=C(C=CC2)O)C=C1 (3-(6-fluoro-benzo[d]isoxazol-3-yl)-phenol), CC1=CC=C(C=C1)S(=O)(=O)OC[C@H]2CO2 ((2R)-(−)-glycidyl tosylate). The solvent is CN(C=O)C (dimethylformamide), CN(C=O)C (dimethylformamide), O (water), CN(C=O)C (dimethylformamide). Product: FC1=CC2=C(C(=NO2)C2=CC(=CC=C2)OC[C@@H]2OC2)C=C1 ((R)-6-fluoro-3-(3-oxiranylmethoxy-phenyl)-benzo[d]isoxazole). Isolated yield 75.0%. As a reaction SMILES: [H-].[Na+].CC1C=CC(S(O[CH2:14][C@@H:15]2[O:17][CH2:16]2)(=O)=O)=CC=1.[F:18][C:19]1[CH:34]=[CH:33][C:22]2[C:23]([C:26]3[CH:27]=[C:28]([OH:32])[CH:29]=[CH:30][CH:31]=3)=[N:24][O:25][C:21]=2[CH:20]=1>CN(C)C=O.O>[F:18][C:19]1[CH:34]=[CH:33][C:22]2[C:23]([C:26]3[CH:31]=[CH:30][CH:29]=[C:28]([O:32][CH2:14][C@H:15]4[CH2:16][O:17]4)[CH:27]=3)=[N:24][O:25][C:21]=2[CH:20]=1 |f:0.1|. Procedure details: The title compound is prepared from a mixture of sodium hydride in dimethylformamide, 3-(6-fluoro-benzo[d]isoxazol-3-yl)-phenol in dimethylformamide and (2R)-(−)-glycidyl tosylate in dimethylformamide essentially as described above except that the reaction mixture is diluted with water, extracted with ethyl acetate, washed with water (twice), dried (MgSO4), concentrated and purified by column (silica) chromatography eluting with a graded solvent mixtures of toluene to 1% ether in toluene to give... As a reaction SMILES: Cl[C:2]1[C:11]2[C:6](=[CH:7][C:8]([O:14][CH3:15])=[C:9]([O:12][CH3:13])[CH:10]=2)[N:5]=[CH:4][CH:3]=1.[OH:16][C:17]1[C:18](I)=[N:19][C:20]([CH3:23])=[CH:21][CH:22]=1>CN(C)C1C=CN=CC=1.ClC1C=CC=CC=1Cl>[CH3:23][C:20]1[N:19]=[CH:18][C:17]([O:16][C:2]2[C:11]3[C:6](=[CH:7][C:8]([O:14][CH3:15])=[C:9]([O:12][CH3:13])[CH:10]=3)[N:5]=[CH:4][CH:3]=2)=[CH:22][CH:21]=1. Run at temperature 140 celsius, time 8 hour. The reagents and catalysts are CN(C1=CC=NC=C1)C (4-dimethylaminopyridine). Procedure details: 4-Chloro-6,7-dimethoxyquinoline (229 mg), 3-hydroxy-2-iodo-6-methylpyridine (486 mg), and 4-dimethylaminopyridine (390 mg) were suspended in o-dichlorobenzene (5 ml), and the suspension was stirred at 140° C. overnight. The reaction solution was cooled to room temperature and was then purified by column chromatography using acetone-chloroform to give the title compound (186 mg, yield 61%). The product is CC1=CC=C(C=N1)OC1=CC=NC2=CC(=C(C=C12)OC)OC (4-[(6-Methyl-3-pyridyl)oxy]-6,7-dimethoxyquinoline). The yield is 61.3%. The reactants are ClC1=CC=NC2=CC(=C(C=C12)OC)OC (4-Chloro-6,7-dimethoxyquinoline), OC=1C(=NC(=CC1)C)I (3-hydroxy-2-iodo-6-methylpyridine). The solvent is ClC1=C(C=CC=C1)Cl (o-dichlorobenzene). Starting materials: CCOC(=O)C(CCBr)NNC(=O)OC(C)(C)C, C1CCOC1, C[Si](C)(C)[N-][Si](C)(C)C, [Li+]. Product: CCOC(=O)C1CCN(C(=O)OC(C)(C)C)N1. Reaction SMILES: [Br:1][CH2:2][CH2:3][CH:4]([C:5](=[O:6])[O:7][CH2:8][CH3:9])[NH:10][NH:11][C:12](=[O:13])[O:14][C:15]([CH3:16])([CH3:17])[CH3:18].[CH2:29]1[O:30][CH2:31][CH2:32][CH2:33]1.[CH3:20][Si:21]([N-:22][Si:23]([CH3:24])([CH3:25])[CH3:26])([CH3:27])[CH3:28].[Li+:19]>>[CH2:2]1[CH2:3][CH:4]([C:5](=[O:6])[O:7][CH2:8][CH3:9])[NH:10][N:11]1[C:12](=[O:13])[O:14][C:15]([CH3:16])([CH3:17])[CH3:18].